From a dataset of the Open Reaction Database (ORD), a public repository of structured organic reaction records. describe an organic reaction: reactants, conditions, products, and yield Starting materials: O=[N+]([O-])c1cc(F)c(Br)cc1F, CN(C)C=O, CCN(C(C)C)C(C)C, CC(C)(C)OC(=O)N1CCC(N)CC1. Yields the product CC(C)(C)OC(=O)N1CCC(Nc2cc(Br)c(F)cc2[N+](=O)[O-])CC1. Reaction SMILES: [Br:1][c:2]1[cH:3][c:4]([F:12])[c:5]([N+:9](=[O:10])[O-:11])[cH:6][c:7]1[F:8].[CH3:36][N:37]([CH3:38])[CH:39]=[O:40].[CH:13]([N:14]([CH:15]([CH3:16])[CH3:17])[CH2:18][CH3:19])([CH3:20])[CH3:21].[NH2:22][CH:23]1[CH2:24][CH2:25][N:26]([C:29](=[O:30])[O:31][C:32]([CH3:33])([CH3:34])[CH3:35])[CH2:27][CH2:28]1>>[Br:1][c:2]1[cH:3][c:4]([NH:22][CH:23]2[CH2:24][CH2:25][N:26]([C:29](=[O:30])[O:31][C:32]([CH3:33])([CH3:34])[CH3:35])[CH2:27][CH2:28]2)[c:5]([N+:9](=[O:10])[O-:11])[cH:6][c:7]1[F:8]. Reactants: BrCCCc1cccnc1, Br, CCCOc1c(O)cc(C2CCC(c3cc(OC)c(OC)c(OC)c3)O2)cc1S(=O)(=O)CC(C)=O, CN(C)C=O. Yields the product CCCOc1c(OCCCc2cccnc2)cc(C2CCC(c3cc(OC)c(OC)c(OC)c3)O2)cc1S(=O)(=O)CC(C)=O. As a reaction SMILES: [Br:2][CH2:3][CH2:4][CH2:5][c:6]1[cH:7][n:8][cH:9][cH:10][cH:11]1.[BrH:1].[O:12]=[C:13]([CH2:14][S:15](=[O:16])(=[O:17])[c:18]1[cH:19][c:20]([CH:29]2[O:30][CH:31]([c:34]3[cH:35][c:36]([O:44][CH3:45])[c:37]([O:42][CH3:43])[c:38]([O:40][CH3:41])[cH:39]3)[CH2:32][CH2:33]2)[cH:21][c:22]([OH:28])[c:23]1[O:24][CH2:25][CH2:26][CH3:27])[CH3:46].[O:47]=[CH:48][N:49]([CH3:50])[CH3:51]>>[CH2:3]([CH2:4][CH2:5][c:6]1[cH:7][n:8][cH:9][cH:10][cH:11]1)[O:28][c:22]1[cH:21][c:20]([CH:29]2[O:30][CH:31]([c:34]3[cH:35][c:36]([O:44][CH3:45])[c:37]([O:42][CH3:43])[c:38]([O:40][CH3:41])[cH:39]3)[CH2:32][CH2:33]2)[cH:19][c:18]([S:15]([CH2:14][C:13](=[O:12])[CH3:46])(=[O:16])=[O:17])[c:23]1[O:24][CH2:25][CH2:26][CH3:27]. Reactants: CN(C(=O)C=1C=NC=C(C1)Br)OC (N-methyl-N-methoxy-5-bromopyridine-3-carboxamide), B(OC1=CC=C(C=C1)C)([O-])[O-] (4-methylphenyl borate), C([O-])([O-])=O.[K+].[K+] (potassium carbonate). The reagents and catalysts are C=1C=CC(=CC1)[P](C=2C=CC=CC2)(C=3C=CC=CC3)[Pd]([P](C=4C=CC=CC4)(C=5C=CC=CC5)C=6C=CC=CC6)([P](C=7C=CC=CC7)(C=8C=CC=CC8)C=9C=CC=CC9)[P](C=1C=CC=CC1)(C=1C=CC=CC1)C=1C=CC=CC1 (tetrakistriphenylphosphinepalladium). Run in C=1(C(=CC=CC1)CCO)C.O (toluene-ethanol water). The product is CN(C(=O)C=1C=NC=C(C1)C1=CC=C(C=C1)C)OC (N-methyl-N-methoxy-5-(4-methylphenyl)pyridine-3-carboxamide). Yield: 102.8%. Reaction SMILES: [CH3:1][N:2]([O:12][CH3:13])[C:3]([C:5]1[CH:6]=[N:7][CH:8]=[C:9](Br)[CH:10]=1)=[O:4].B([O-])([O-])O[C:16]1[CH:21]=[CH:20][C:19]([CH3:22])=[CH:18][CH:17]=1.C(=O)([O-])[O-].[K+].[K+]>C1(C)C(CCO)=CC=CC=1.O.C1C=CC([P]([Pd]([P](C2C=CC=CC=2)(C2C=CC=CC=2)C2C=CC=CC=2)([P](C2C=CC=CC=2)(C2C=CC=CC=2)C2C=CC=CC=2)[P](C2C=CC=CC=2)(C2C=CC=CC=2)C2C=CC=CC=2)(C2C=CC=CC=2)C2C=CC=CC=2)=CC=1>[CH3:1][N:2]([O:12][CH3:13])[C:3]([C:5]1[CH:6]=[N:7][CH:8]=[C:9]([C:16]2[CH:21]=[CH:20][C:19]([CH3:22])=[CH:18][CH:17]=2)[CH:10]=1)=[O:4] |f:2.3.4,5.6,^1:45,47,66,85|. Procedure details: Under argon atmosphere, a solution of N-methyl-N-methoxy-5-bromopyridine-3-carboxamide (3.70 g), 4-methylphenyl borate (2.26 g) and potassium carbonate (4.17 g) in toluene-ethanol-water (100-10-10 ml) was stirred at room temperature for 1 hour. To the reaction mixture was added tetrakistriphenylphosphinepalladium (0.52 g), and the mixture was refluxed for 16 hours and cooled to room temperature. The organic layer was washed with saturated sodium chloride solution, dried with magnesium sulfate an... The reactants are ClC1=C(C=CC=C1)C(C1=C(C=CC=C1)N1C(=NN=C1)C)=O (2'-chloro-2-(3-methyl-4H-1,2,4-triazol-4-yl)benzophenone), C=O (paraformaldehyde). The solvent is C=1(C(=CC=CC1)C)C (xylene). Conditions: temperature 122 celsius. Yields the product ClC1=C(C=CC=C1)C(C1=C(C=CC=C1)N1C(=NN=C1C)CO)=O (2'-chloro-2-[3-(hydroxymethyl)-5-methyl-4H-1,2,4-triazol-4-yl]benzophenone). As a reaction SMILES: [Cl:1][C:2]1[CH:7]=[CH:6][CH:5]=[CH:4][C:3]=1[C:8](=[O:21])[C:9]1[CH:14]=[CH:13][CH:12]=[CH:11][C:10]=1[N:15]1[CH:19]=[N:18][N:17]=[C:16]1[CH3:20].[CH2:22]=[O:23]>C1(C)C(C)=CC=CC=1>[Cl:1][C:2]1[CH:7]=[CH:6][CH:5]=[CH:4][C:3]=1[C:8](=[O:21])[C:9]1[CH:14]=[CH:13][CH:12]=[CH:11][C:10]=1[N:15]1[C:16]([CH3:20])=[N:17][N:18]=[C:19]1[CH2:22][OH:23]. Procedure details: In the manner given in Example 4, 2'-chloro-2-(3-methyl-4H-1,2,4-triazol-4-yl)benzophenone, paraformaldehyde and xylene are warmed under nitrogen to about 122° C. to give 2'-chloro-2-[3-(hydroxymethyl)-5-methyl-4H-1,2,4-triazol-4-yl]benzophenone. Reactants: CCOC(C)=O, N#CCCN1CCC(Nc2c([N+](=O)[O-])cnc3c2ccn3S(=O)(=O)c2ccccc2)CC1. Yields the product N#CCCN1CCC(Nc2c(N)cnc3c2ccn3S(=O)(=O)c2ccccc2)CC1. Reaction SMILES: [CH3:33][CH2:34][O:35][C:36]([CH3:37])=[O:38].[c:1]1([S:7](=[O:8])(=[O:9])[n:10]2[cH:11][cH:12][c:13]3[c:14]2[n:15][cH:16][c:17]([N+:30]([O-:31])=[O:32])[c:18]3[NH:19][CH:20]2[CH2:21][CH2:22][N:23]([CH2:26][CH2:27][C:28]#[N:29])[CH2:24][CH2:25]2)[cH:2][cH:3][cH:4][cH:5][cH:6]1>>[c:1]1([S:7](=[O:8])(=[O:9])[n:10]2[cH:11][cH:12][c:13]3[c:14]2[n:15][cH:16][c:17]([NH2:30])[c:18]3[NH:19][CH:20]2[CH2:21][CH2:22][N:23]([CH2:26][CH2:27][C:28]#[N:29])[CH2:24][CH2:25]2)[cH:2][cH:3][cH:4][cH:5][cH:6]1. Starting materials: C(C1=CC=CC=C1)(=O)Cl (benzoyl chloride), CC(CCC(C)O)O (2,5-hexanediol), O1CCCC1 (tetrahydrofuran), N1=CC=CC=C1 (pyridine). Solvent: O (water). The product is C(C1=CC=CC=C1)(=O)OC(C)CCC(C)OC(C1=CC=CC=C1)=O (2,5-hexanediol dibenzoate). The yield is 94.0%. Reaction SMILES: [CH3:1][CH:2]([OH:8])[CH2:3][CH2:4][CH:5]([OH:7])[CH3:6].[O:9]1[CH2:13][CH2:12][CH2:11][CH2:10]1.N1C=C[CH:17]=[CH:16][CH:15]=1.[C:20](Cl)(=[O:27])[C:21]1[CH:26]=[CH:25][CH:24]=[CH:23][CH:22]=1>O>[C:13]([O:7][CH:5]([CH2:4][CH2:3][CH:2]([O:8][C:20](=[O:27])[C:21]1[CH:26]=[CH:25][CH:24]=[CH:23][CH:22]=1)[CH3:1])[CH3:6])(=[O:9])[C:12]1[CH:17]=[CH:16][CH:15]=[CH:10][CH:11]=1. Procedure: To 2.4 g (0.02 mol) 2,5-hexanediol was added 30 ml tetrahydrofuran, then added 4.8 ml (0.06 mol) pyridine with stirring. To the resulting homogenous mixture was slowly added 5.8 ml (0.05 mol) benzoyl chloride, and the reaction was stirred at room temperature for 1 hour, then heated refluxing for 5 hours. Upon completing the reaction, 20 ml water was added to dissolve the resulting salt. The mixture was extracted with ethyl acetate. The organic phase was separated, washed with saturated saline fo... Reaction conditions: time 5 minute. The solvent is O (water), C(C)O (ethanol), [OH-].[K+] (potassium hydroxide), O (water), Cl (HCl). Starting materials: CCC(CC(=O)OCC)=O (ethyl methylacetoacetate), N(=O)[O-].[Na+] (sodium nitrite), ClC1=C(C=C(N)C=C1)[N+](=O)[O-] (4-chloro-3-nitroaniline). Reported procedure: To a solution of sodium nitrite (2.17 g, 31 mmol) in water (60 mL) and conc. HCl (12 mL) at 0° C. was added 4-chloro-3-nitroaniline (5.0 g, 29 mmol). After 5 minutes, a solution of ethyl methylacetoacetate (4,5 mL, 29 mmol) in water (60 mL), ethanol (30 mL) and 50% potassium hydroxide (10 mL) was added and the reaction mixture was stirred overnight. The precipitate was collected (7.0 g, 91%). RXN SMILES: [N:1]([O-])=O.[Na+].[Cl:5][C:6]1[CH:12]=[CH:11][C:9]([NH2:10])=[CH:8][C:7]=1[N+:13]([O-:15])=[O:14].CC[C:18](=O)[CH2:19][C:20]([O:22][CH2:23][CH3:24])=[O:21]>O.Cl.C(O)C.[OH-].[K+]>[CH2:23]([O:22][C:20](=[O:21])[C:19](=[N:1][NH:10][C:9]1[CH:11]=[CH:12][C:6]([Cl:5])=[C:7]([N+:13]([O-:15])=[O:14])[CH:8]=1)[CH3:18])[CH3:24] |f:0.1,7.8|. The product is C(C)OC(C(C)=NNC1=CC(=C(C=C1)Cl)[N+](=O)[O-])=O (2-[(4-Chloro-3-nitro-phenyl)-hydrazono]-propionic acid ethyl ester). Reactants: CO, O=[N+]([O-])c1ccc2c(cnn2Cc2ccccn2)c1, O=[Pt]=O. Product: Nc1ccc2c(cnn2Cc2ccccn2)c1. As a reaction SMILES: [CH3:20][OH:21].[N+:1]([O-:2])(=[O:3])[c:4]1[cH:5][c:6]2[cH:7][n:8][n:9]([CH2:13][c:14]3[n:15][cH:16][cH:17][cH:18][cH:19]3)[c:10]2[cH:11][cH:12]1.[Pt:22](=[O:23])=[O:24]>>[NH2:1][c:4]1[cH:5][c:6]2[cH:7][n:8][n:9]([CH2:13][c:14]3[n:15][cH:16][cH:17][cH:18][cH:19]3)[c:10]2[cH:11][cH:12]1. Reactants: O=C1CCC(=O)N1Br, ClC(Cl)(Cl)Cl, CCOC(=O)Nc1cccc(C)c1C(=O)OCC, CC(C)(C#N)N=NC(C)(C)C#N. Yields the product CCOC(=O)Nc1cccc(CBr)c1C(=O)OCC. Reaction SMILES: [Br:19][N:20]1[C:21](=[O:22])[CH2:23][CH2:24][C:25]1=[O:26].[C:39]([Cl:40])([Cl:41])([Cl:42])[Cl:43].[CH2:1]([CH3:2])[O:3][C:4](=[O:5])[NH:6][c:7]1[c:8]([C:9](=[O:10])[O:11][CH2:12][CH3:13])[c:14]([CH3:18])[cH:15][cH:16][cH:17]1.[N:27]#[C:28][C:29]([N:30]=[N:31][C:32]([C:33]#[N:34])([CH3:35])[CH3:36])([CH3:37])[CH3:38]>>[CH2:1]([CH3:2])[O:3][C:4](=[O:5])[NH:6][c:7]1[c:8]([C:9](=[O:10])[O:11][CH2:12][CH3:13])[c:14]([CH2:18][Br:19])[cH:15][cH:16][cH:17]1. Starting materials: O=C(O)/C=C/c1ccccc1, NCc1ccc(Cl)cc1. Reagents/catalysts: C1CCC(CC1)N=C=NC2CCCCC2 (DCC), CN1CCOCC1 (NMM), C1=CC=C2C(=C1)C(=O)N(C2=O)O (N-Hydroxyphthalimide). Solvent: CN(C)C=O (DMF), CN(C)C=O (DMF), CN(C)C=O (DMF), CN(C)C=O (DMF), CN(C)C=O (DMF), CN(C)C=O (DMF). Reaction conditions: temperature 25 celsius, time 2 hour. Yields the product O=C(/C=C/c1ccccc1)NCc1ccc(Cl)cc1. Isolated yield 38.0%. As a reaction SMILES: NCc1ccc(Cl)cc1.O=C(O)/C=C/c1ccccc1.C1CCC(CC1)N=C=NC2CCCCC2.C1=CC=C2C(=C1)C(=O)N(C2=O)O.CN1CCOCC1.CN(C)C=O>>O=C(/C=C/c1ccccc1)NCc1ccc(Cl)cc1.